This data is from the Open Reaction Database (ORD), a public repository of structured organic reaction records. The task is: describe an organic reaction: reactants, conditions, products, and yield Reactants: FC1=CC(=C(C(=O)OC)C=C1S(=O)(=O)C)C (methyl 4-fluoro-5-methanesulfonyl-2-methylbenzoate), FS(C=1C=C(C=CC1)O)(F)(F)(F)F (3-pentafluorosulfanylphenol), C(=O)([O-])[O-].[Cs+].[Cs+] (Cs2CO3). Run in CN(C)C=O (DMF), CC(OCC)=O (EA). Product: CS(=O)(=O)C=1C(=CC(=C(C(=O)OC)C1)C)OC1=CC(=CC=C1)S(F)(F)(F)(F)F (Methyl 5-methanesulfonyl-2-methyl-4-(3-pentafluorosulfanylphenoxy)benzoate). The yield is 27.6%. Reaction SMILES: F[C:2]1[C:11]([S:12]([CH3:15])(=[O:14])=[O:13])=[CH:10][C:5]([C:6]([O:8][CH3:9])=[O:7])=[C:4]([CH3:16])[CH:3]=1.[F:17][S:18]([F:29])([F:28])([F:27])([F:26])[C:19]1[CH:20]=[C:21]([OH:25])[CH:22]=[CH:23][CH:24]=1.C([O-])([O-])=O.[Cs+].[Cs+]>CN(C=O)C.CC(=O)OCC>[CH3:15][S:12]([C:11]1[C:2]([O:25][C:21]2[CH:22]=[CH:23][CH:24]=[C:19]([S:18]([F:29])([F:17])([F:26])([F:27])[F:28])[CH:20]=2)=[CH:3][C:4]([CH3:16])=[C:5]([CH:10]=1)[C:6]([O:8][CH3:9])=[O:7])(=[O:14])=[O:13] |f:2.3.4|. Procedure details: 600 mg of methyl 4-fluoro-5-methanesulfonyl-2-methylbenzoate, 700 mg of 3-pentafluorosulfanylphenol and 1.6 g of Cs2CO3 were stirred in 4 ml of anhydrous DMF at 100° C. for 3 h. The mixture was then cooled to RT, diluted with 100 ml of EA and washed 3 times with 20 ml of water each time. The residue after drying over MgSO4 and removal of the solvent in vacuo was chromatographed on silica gel with DIP. 300 mg of a colorless oil were obtained. Reactants: O=C(O)C(F)(F)F, CC(C)(C)OC(=O)NNC(=O)NCCSSc1ccccn1. Yields the product NNC(=O)NCCSSc1ccccn1. RXN SMILES: [F:23][C:24]([F:25])([F:26])[C:27]([OH:28])=[O:29].[n:1]1[c:2]([S:7][S:8][CH2:9][CH2:10][NH:11][C:12](=[O:13])[NH:14][NH:15][C:16]([O:17][C:18]([CH3:19])([CH3:20])[CH3:21])=[O:22])[cH:3][cH:4][cH:5][cH:6]1>>[n:1]1[c:2]([S:7][S:8][CH2:9][CH2:10][NH:11][C:12](=[O:13])[NH:14][NH2:15])[cH:3][cH:4][cH:5][cH:6]1. Starting materials: OO (hydrogen peroxide), ClC1=C(C(=CC=C1)Cl)CSC1=[N+](C=CC=C1C)[O-] (2-[(2,6-dichlorophenyl)methylthio]-3-methyl-pyridine-N-oxide), OS(=O)[O-].[Na+] (NaHSO3). The reagents and catalysts are [O-][W](=O)(=O)[O-].[Na+].[Na+] (sodium tungstate). Run in CO (methanol). Reaction conditions: temperature 25 celsius. Product: ClC1=C(C(=CC=C1)Cl)CS(=O)C1=[N+](C=CC=C1C)[O-] (2-[[(2,6-dichlorophenyl)methyl]sulfinyl]-3-methyl-pyridine-N-oxide). As a reaction SMILES: [Cl:1][C:2]1[CH:7]=[CH:6][CH:5]=[C:4]([Cl:8])[C:3]=1[CH2:9][S:10][C:11]1[C:16]([CH3:17])=[CH:15][CH:14]=[CH:13][N+:12]=1[O-:18].OO.[OH:21]S([O-])=O.[Na+]>CO.[O-][W]([O-])(=O)=O.[Na+].[Na+]>[Cl:8][C:4]1[CH:5]=[CH:6][CH:7]=[C:2]([Cl:1])[C:3]=1[CH2:9][S:10]([C:11]1[C:16]([CH3:17])=[CH:15][CH:14]=[CH:13][N+:12]=1[O-:18])=[O:21] |f:2.3,5.6.7|. Reported procedure: To 10.5 g (0.035 mole) of 2-[(2,6-dichlorophenyl)methylthio]-3-methyl-pyridine-N-oxide (See Example 28 above) dissolved in 100 ml of methanol were added a pinch of sodium tungstate and then dropwise 4.2 ml (0.4 mole) of 50% hydrogen peroxide. The temperature was maintained at 25° C. for four hours, and then a cold solution of NaHSO3 was added slowly to destroy residual H2O2. The solid was filtered and air-dried, having a melting point of 178-181° C., yield 10 g. The elemental analysis for C,H,N;...